This data is from the Open Reaction Database (ORD), a public repository of structured organic reaction records. The task is: describe an organic reaction: reactants, conditions, products, and yield Reactants: N=C1C(C(C(=O)C2=CC=CC=C2)=C(C(=C1NC(=S)NC(=O)OC)CC1=CC=CC=C1)Cl)Cl (3-imino(2,6-dichloro)phenylmethyl-4-(3-carbomethoxythioureido)benzophenone), N=C1C(C(C(=O)C2=CC=CC=C2)=CC=C1NC(SC)=NC(=O)OC)CC1=CC=CC=C1 (3-iminophenylmethyl-4-(3-carbomethoxy-S-methylisothioureido)benzophenone), [OH-].[Na+] (sodium hydroxide), CI (methyl iodide). The solvent is CN(C=O)C (dimethylformamide), O (water). Reaction conditions: time 2 hour. The product is N=C1CC(=CC=C1)CC1(CC=CC=C1)C(C1=CC=C(C=C1)NC(SC)=NC(=O)OC)=O (C--3-Iminophenylmethyl-4-(3-carbomethoxy-S-methyl-isothioureido)benzophenone). As a reaction SMILES: [NH:1]=[C:2]1[C:15](NC(NC(OC)=O)=S)=[C:14](CC2C=CC=CC=2)[C:13](Cl)=[C:4]([C:5](C2C=CC=CC=2)=O)[CH:3]1Cl.[OH-].[Na+].CI.N=[C:38]1[C:51]([NH:52][C:53](=[N:56][C:57]([O:59][CH3:60])=[O:58])[S:54][CH3:55])=[CH:50][CH:49]=[C:40]([C:41]([C:43]2[CH:48]=[CH:47][CH:46]=[CH:45][CH:44]=2)=[O:42])[CH:39]1CC1C=CC=CC=1>CN(C)C=O.O>[NH:1]=[C:2]1[CH:15]=[CH:14][CH:13]=[C:4]([CH2:5][C:43]2([C:41](=[O:42])[C:40]3[CH:49]=[CH:50][C:51]([NH:52][C:53](=[N:56][C:57]([O:59][CH3:60])=[O:58])[S:54][CH3:55])=[CH:38][CH:39]=3)[CH:44]=[CH:45][CH:46]=[CH:47][CH2:48]2)[CH2:3]1 |f:1.2|. Reported procedure: To a solution of 3-imino(2,6-dichloro)phenylmethyl-4-(3-carbomethoxythioureido)benzophenone (2.43 g.; 0.005 mole) in dimethylformamide (100 ml.) is added water (5.0 ml.) and then sodium hydroxide (50% aqueous; 0.4 g.; 0.005 mole). The solution is stirred for 11/2 hours and then methyl iodide (0.71 g.; 0.005 mole) is added. The solution is stirred for one-half hour. The precipitate which forms is collected by filtration and dried to afford 1.3 g. of 3-iminophenylmethyl-4-(3-carbomethoxy-S-methyli... The reactants are CN, C=CP(=O)(C=C)c1ccccc1, [Cl-], [NH4+]. Product: CN1CCP(=O)(c2ccccc2)CC1. As a reaction SMILES: [CH3:13][NH2:14].[CH:1](=[CH2:2])[P:3]([c:4]1[cH:5][cH:6][cH:7][cH:8][cH:9]1)([CH:10]=[CH2:11])=[O:12].[Cl-:15].[NH4+:16]>>[CH2:1]1[CH2:2][N:14]([CH3:13])[CH2:11][CH2:10][P:3]1([c:4]1[cH:5][cH:6][cH:7][cH:8][cH:9]1)=[O:12].